From a dataset of the Open Reaction Database (ORD), a public repository of structured organic reaction records. describe an organic reaction: reactants, conditions, products, and yield The reactants are [H-].[Na+] (NaH), 7.95, CC=1SC=C(C1N(NC(=O)OC)C(COC)=O)C (methyl 2-(2,4-dimethylthien-3-yl)-2-(methoxyacetyl)-hydrazinecarboxylate), C1(=CC=CC=C1)C (toluene). Run in C(C)OCC (diethylether). Yields the product CC=1SC=C(C1N(N(C(=O)OC)C)C(COC)=O)C (Methyl 2-(2,4-dimethylthien-3-yl)-2-(methoxyacetyl)-1-methyl-hydrazinecarboxylate). As a reaction SMILES: [H-].[Na+].[CH3:3][C:4]1[S:5][CH:6]=[C:7]([CH3:20])[C:8]=1[N:9]([C:15](=[O:19])[CH2:16][O:17][CH3:18])[NH:10][C:11]([O:13][CH3:14])=[O:12].[C:21]1(C)C=CC=CC=1>C(OCC)C>[CH3:3][C:4]1[S:5][CH:6]=[C:7]([CH3:20])[C:8]=1[N:9]([C:15](=[O:19])[CH2:16][O:17][CH3:18])[N:10]([CH3:21])[C:11]([O:13][CH3:14])=[O:12] |f:0.1|. Procedure details: 0.73 g (0.03 mol) NaH and 7.95 (0.03 mol) methyl 2-(2,4-dimethylthien-3-yl)-2-(methoxyacetyl)-hydrazinecarboxylate in 100 ml dry toluene are heated under reflux for 3 hours. The reaction mixture is then, together with 9.52 g (0.067 mol) CH3J, transferred into a sealed cylinder and heated 20 hours at 110°. The mixture is, after cooling, diluted with diethylether, washed with water, dried and evaporated to yield the title compound. The reactants are CS(=O)(=O)c1ccc(Br)cc1, C#C[Si](C)(C)C, [Cu]I, Cl[Pd]Cl, c1ccc(P(c2ccccc2)c2ccccc2)cc1, c1ccc(P(c2ccccc2)c2ccccc2)cc1. The product is C[Si](C)(C)C#Cc1ccc(S(C)(=O)=O)cc1. RXN SMILES: [Br:1][c:2]1[cH:3][cH:4][c:5]([S:8](=[O:9])(=[O:10])[CH3:11])[cH:6][cH:7]1.[CH3:12][Si:13]([CH3:14])([CH3:15])[C:16]#[CH:17].[Cu:18][I:19].[Pd:20]([Cl:21])[Cl:22].[c:23]1([P:24]([c:25]2[cH:26][cH:27][cH:28][cH:29][cH:30]2)[c:31]2[cH:32][cH:33][cH:34][cH:35][cH:36]2)[cH:37][cH:38][cH:39][cH:40][cH:41]1.[c:42]1([P:43]([c:44]2[cH:45][cH:46][cH:47][cH:48][cH:49]2)[c:50]2[cH:51][cH:52][cH:53][cH:54][cH:55]2)[cH:56][cH:57][cH:58][cH:59][cH:60]1>>[c:2]1([C:17]#[C:16][Si:13]([CH3:12])([CH3:14])[CH3:15])[cH:3][cH:4][c:5]([S:8](=[O:9])(=[O:10])[CH3:11])[cH:6][cH:7]1. The reactants are BrCCCCCC#N (6-Bromohexanenitrile), O (Water), C(C)(=O)OCC (ethyl acetate), C(CC1=CC=CC=C1)O (Phenethyl alcohol). The reagents and catalysts are [Br-].C(CCC)[N+](CCCC)(CCCC)CCCC (tetrabutylammonium bromide). Run in O1CCCC1 (tetrahydrofuran), hexanes, [OH-].[Na+] (sodium hydroxide). Conditions: temperature 65 celsius, time 4 hour. The product is C(CC1=CC=CC=C1)OCCCCCC#N (6-phenethyloxyhexanenitrile). Isolated yield 104.3%. Reaction SMILES: Br[CH2:2][CH2:3][CH2:4][CH2:5][CH2:6][C:7]#[N:8].[CH2:9]([OH:17])[CH2:10][C:11]1[CH:16]=[CH:15][CH:14]=[CH:13][CH:12]=1.O.C(OCC)(=O)C>[Br-].C([N+](CCCC)(CCCC)CCCC)CCC.O1CCCC1.[OH-].[Na+]>[CH2:9]([O:17][CH2:2][CH2:3][CH2:4][CH2:5][CH2:6][C:7]#[N:8])[CH2:10][C:11]1[CH:16]=[CH:15][CH:14]=[CH:13][CH:12]=1 |f:4.5,7.8|. Reported procedure: 6-Bromohexanenitrile (3.0 mL, 23 mmol) and tetrabutylammonium bromide (350 mg, 1.1 mmol) were dissolved in tetrahydrofuran (5 mL) and 50% aqueous sodium hydroxide (15 mL). Phenethyl alcohol (3.0 mL, 25 mmol) was added resulting in a precipitate. The mixture was heated to 65° C. whereupon the solid dissolved. The mixture was stirred at 65° C. for four hours then cooled to room temperature and left for 11 days. Water, hexanes and ethyl acetate were added and the mixture partitioned. The organics w... The reactants are CS(=O)(=O)Cl, ClCCl, CCCCCNc1nc(N)nc(C)c1CCCNCc1cccc(CC(=O)OC)c1. Yields the product CCCCCNc1nc(N)nc(C)c1CCCN(Cc1cccc(CC(=O)OC)c1)S(C)(=O)=O. RXN SMILES: [CH3:31][S:32]([Cl:33])(=[O:34])=[O:35].[Cl:36][CH2:37][Cl:38].[NH2:1][c:2]1[n:3][c:4]([NH:25][CH2:26][CH2:27][CH2:28][CH2:29][CH3:30])[c:5]([CH2:9][CH2:10][CH2:11][NH:12][CH2:13][c:14]2[cH:15][c:16]([CH2:20][C:21](=[O:22])[O:23][CH3:24])[cH:17][cH:18][cH:19]2)[c:6]([CH3:8])[n:7]1>>[NH2:1][c:2]1[n:3][c:4]([NH:25][CH2:26][CH2:27][CH2:28][CH2:29][CH3:30])[c:5]([CH2:9][CH2:10][CH2:11][N:12]([CH2:13][c:14]2[cH:15][c:16]([CH2:20][C:21](=[O:22])[O:23][CH3:24])[cH:17][cH:18][cH:19]2)[S:32]([CH3:31])(=[O:34])=[O:35])[c:6]([CH3:8])[n:7]1.